This data is from the Open Reaction Database (ORD), a public repository of structured organic reaction records. The task is: describe an organic reaction: reactants, conditions, products, and yield The reactants are C(C)O (ethanol), [OH-].[Na+] (sodium hydroxide), OC1=NC=NC=2N1N=CC2C2=CC(=C(C=C2)S(=O)C2=CC=CC=C2)OC ((-)-4-hydroxy-8-(3-methoxy-4-phenylsulfinylphenyl)pyrazolo[1,5-a]-1,3,5-triazine). The solvent is O (water). The product is O.O.COC=1C=C(C=CC1S(=O)C1=CC=CC=C1)C=1C=NN2C1N=CN=C2[O-].[Na+] (sodium (-)-8-(3-methoxy-4-phenylsulfinylphenyl)pyrazolo[1,5-a]-1,3,5-triazine-4-olate dihydrate). RXN SMILES: C([OH:3])C.[OH-].[Na+:5].[OH:6][C:7]1[N:12]2[N:13]=[CH:14][C:15]([C:16]3[CH:21]=[CH:20][C:19]([S:22]([C:24]4[CH:29]=[CH:28][CH:27]=[CH:26][CH:25]=4)=[O:23])=[C:18]([O:30][CH3:31])[CH:17]=3)=[C:11]2[N:10]=[CH:9][N:8]=1>O>[OH2:3].[OH2:6].[CH3:31][O:30][C:18]1[CH:17]=[C:16]([C:15]2[CH:14]=[N:13][N:12]3[C:7]([O-:6])=[N:8][CH:9]=[N:10][C:11]=23)[CH:21]=[CH:20][C:19]=1[S:22]([C:24]1[CH:25]=[CH:26][CH:27]=[CH:28][CH:29]=1)=[O:23].[Na+:5] |f:1.2,5.6.7.8|. Reported procedure: In a mixed solution prepared from 50 ml of ethanol, 10 ml of water and 145 mg of sodium hydroxide were dissolved 1.3 g of (-)-4-hydroxy-8-(3-methoxy-4-phenylsulfinylphenyl)pyrazolo[1,5-a]-1,3,5-triazine with stirring and the solvent was then distilled off under reduced pressure. After addition of 100 ml of ethyl acetate, the mixture was refluxed for 30 minutes. After cooling, the crystals were recovered by filtration and dried to give sodium (-)-8-(3-methoxy-4-phenylsulfinylphenyl)pyrazolo[1,5-a...